Dataset: the Open Reaction Database (ORD), a public repository of structured organic reaction records. Task: describe an organic reaction: reactants, conditions, products, and yield Starting materials: C1COCCN1, CCO, c1ccc(-c2cc(OCC3CO3)no2)cc1. The product is OC(COc1cc(-c2ccccc2)on1)CN1CCOCC1. As a reaction SMILES: [CH2:1]1[CH2:2][O:3][CH2:4][CH2:5][NH:6]1.[CH3:23][CH2:24][OH:25].[O:7]1[CH:8]([CH2:9][O:10][c:11]2[n:12][o:13][c:14](-[c:16]3[cH:17][cH:18][cH:19][cH:20][cH:21]3)[cH:15]2)[CH2:22]1>>[CH2:1]1[CH2:2][O:3][CH2:4][CH2:5][N:6]1[CH2:22][CH:8]([OH:7])[CH2:9][O:10][c:11]1[n:12][o:13][c:14](-[c:16]2[cH:17][cH:18][cH:19][cH:20][cH:21]2)[cH:15]1. Reactants: ClC1=CC=C(C=N1)C(C)=O (1-(6-chloro-pyridin-3-yl)-ethanone), N (ammonia), [BH4-].[Na+] (sodium tetrahydroborate). Reagents/catalysts: CC([O-])C.CC([O-])C.CC([O-])C.CC([O-])C.[Ti+4] (titanium tetra(isopropoxide)). The product is ClC1=CC=C(C=N1)C(C)N (1-(6-Chloro-pyridin-3-yl)-ethylamine). Isolated yield 83.4%. As a reaction SMILES: [Cl:1][C:2]1[N:7]=[CH:6][C:5]([C:8](=O)[CH3:9])=[CH:4][CH:3]=1.[NH3:11].[BH4-].[Na+]>CC(C)[O-].CC(C)[O-].CC(C)[O-].CC(C)[O-].[Ti+4]>[Cl:1][C:2]1[N:7]=[CH:6][C:5]([CH:8]([NH2:11])[CH3:9])=[CH:4][CH:3]=1 |f:2.3,4.5.6.7.8|. Reported procedure: Stir a mixture of 1-(6-chloro-pyridin-3-yl)-ethanone (5 g, 32.14 mmol) in titanium tetra(isopropoxide) (18.27 g, 64.27 mmol) and ammonia (160.7 mmol, 2 M in MeOH) under N2 for 6 hours at room temperature. To this mixture add sodium tetrahydroborate (1.82 g, 48.21 mmol) and stir overnight. Quench the reaction mixture with ammonium hydroxide and filter the mixture. From the filtrate remove the solvent and extract the residue with dichloromethane, wash with saturated aqueous sodium chloride and dry... Reactants: IC (iodomethane), [Li+].CC(C)[N-]C(C)C (LDA), C1CCOC1.CCCCCCC (THF heptane), [Li+].CC(C)[N-]C(C)C (LDA), IC (iodomethane), [NH4+].[Cl-] (NH4Cl), C(C)(C)(C)[C@@H]1N(CC(N1C)=O)C(=O)OC(C)(C)C ((S)-tert-butyl 2-(tert-butyl)-3-methyl-4-oxoimidazolidine-1-carboxylate). Solvent: C1CCOC1 (THF), C1CCOC1 (THF). Conditions: time 40 minute. The product is C(C)(C)(C)[C@@H]1N([C@H](C(N1C)=O)C)C(=O)OC(C)(C)C ((2S,5S)-tert-butyl 2-(tert-butyl)-3,5-dimethyl-4-oxoimidazolidine-1-carboxylate). RXN SMILES: [C:1]([C@H:5]1[N:9]([CH3:10])[C:8](=[O:11])[CH2:7][N:6]1[C:12]([O:14][C:15]([CH3:18])([CH3:17])[CH3:16])=[O:13])([CH3:4])([CH3:3])[CH3:2].[Li+].[CH3:20]C([N-]C(C)C)C.C1COCC1.CCCCCCC.IC.[NH4+].[Cl-]>C1COCC1>[C:1]([C@H:5]1[N:9]([CH3:10])[C:8](=[O:11])[C@H:7]([CH3:20])[N:6]1[C:12]([O:14][C:15]([CH3:18])([CH3:17])[CH3:16])=[O:13])([CH3:4])([CH3:2])[CH3:3] |f:1.2,3.4,6.7|. Procedure details: To a solution of (S)-tert-butyl 2-(tert-butyl)-3-methyl-4-oxoimidazolidine-1-carboxylate (0.5 g, 1.95 mmol; available from Aldrich#337595) in dry THF (15 ml) cooled to −78° C., LDA 2M in THF/heptane (0.97 ml, 1.95 mmol) was added and the reaction mixture stirred at this temperature for 40 min before adding iodomethane (0.146 ml, 2.34 mmol). The reaction was allowed to warm to RT and stirred for 18 hrs. The reaction mixture was cooled again at −78° C. then LDA 2M in THF/hepatane (0.3 ml) and iodo... As a reaction SMILES: Cl.[OH:2][C:3]1[CH:29]=[CH:28][C:6]2[O:7][CH:8]([CH2:11][NH:12][CH2:13][CH2:14][CH2:15][O:16][C:17]3[CH:27]=[CH:26][C:20]4[CH:21]=[CH:22][C:23](=[O:25])[O:24][C:19]=4[CH:18]=3)[CH2:9][O:10][C:5]=2[CH:4]=1.[C:30](Cl)(=[O:32])[CH3:31]>C(O)(=O)C>[C:30]([O:2][C:3]1[CH:29]=[CH:28][C:6]2[O:7][CH:8]([CH2:11][NH:12][CH2:13][CH2:14][CH2:15][O:16][C:17]3[CH:27]=[CH:26][C:20]4[CH:21]=[CH:22][C:23](=[O:25])[O:24][C:19]=4[CH:18]=3)[CH2:9][O:10][C:5]=2[CH:4]=1)(=[O:32])[CH3:31] |f:0.1|. Solvent: C(C)(=O)O (acetic acid). Product: C(C)(=O)OC1=CC2=C(OC(CO2)CNCCCOC2=CC3=C(C=CC(O3)=O)C=C2)C=C1 (7-[3-[[(2,3-Dihydro-6-acetoxy-1,4-benzodioxin-2-yl)methyl]amino]propoxy]-2H-1-benzopyran-2-one). Reactants: Cl.OC1=CC2=C(OC(CO2)CNCCCOC2=CC3=C(C=CC(O3)=O)C=C2)C=C1 (7-[3-[[(2,3-Dihydro-6-hydroxy-1,4-benzodioxin-2-yl)methyl]amino]propoxy]-2H-1-benzopyran-2-one hydrochloride), C(C)(=O)Cl (acetyl chloride). Reported procedure: 7-[3-[[(2,3-Dihydro-6-hydroxy-1,4-benzodioxin-2-yl)methyl]amino]propoxy]-2H-1-benzopyran-2-one hydrochloride (0.10 g, 0.24 mmole), prepared as in example 5 above, was dissolved in 50 ml of glacial acetic acid and 3.05 ml (43 mmole) of acetyl chloride added in portions over a 30 minute period, during which the reaction mixture was gently warmed with a heat gun. The solvent and excess reagent were then removed in vacuum and diethyl ether added. Upon standing overnight, 0.030 g of the title compoun... Conditions: time 8 hour. The reactants are C1(=CC(=CC=C1)C=1N=C2C(=NC1C1=CC=C(C=C1)C)NCCC2)C (2-m-Tolyl-3-p-tolyl-5,6,7,8-tetrahydropyrido[2,3-b]pyrazine), CCN(C(C)C)C(C)C (DIPEA), C(C)(=O)O[BH-](OC(C)=O)OC(C)=O.[Na+] (sodium triacetoxyborohydride), O=CCCCCCC(=O)OCC (ethyl 7-oxoheptanoate). The solvent is ClCCCl (DCE), O (water). Conditions: time 10 minute. Yields the product C1(=CC(=CC=C1)C=1N=C2C(=NC1C1=CC=C(C=C1)C)N(CCC2)CCCCCCC(=O)OCC)C (Ethyl 7-(2-m-tolyl-3-p-tolyl-7,8-dihydropyrido[2,3-b]pyrazin-5(6H)-yl)heptanoate). Reaction SMILES: [C:1]1([CH3:24])[CH:6]=[CH:5][CH:4]=[C:3]([C:7]2[N:8]=[C:9]3[CH2:23][CH2:22][CH2:21][NH:20][C:10]3=[N:11][C:12]=2[C:13]2[CH:18]=[CH:17][C:16]([CH3:19])=[CH:15][CH:14]=2)[CH:2]=1.CCN(C(C)C)C(C)C.O=[CH:35][CH2:36][CH2:37][CH2:38][CH2:39][CH2:40][C:41]([O:43][CH2:44][CH3:45])=[O:42].C(O[BH-](OC(=O)C)OC(=O)C)(=O)C.[Na+]>ClCCCl.O>[C:1]1([CH3:24])[CH:6]=[CH:5][CH:4]=[C:3]([C:7]2[N:8]=[C:9]3[CH2:23][CH2:22][CH2:21][N:20]([CH2:35][CH2:36][CH2:37][CH2:38][CH2:39][CH2:40][C:41]([O:43][CH2:44][CH3:45])=[O:42])[C:10]3=[N:11][C:12]=2[C:13]2[CH:18]=[CH:17][C:16]([CH3:19])=[CH:15][CH:14]=2)[CH:2]=1 |f:3.4|. Procedure: 2-m-Tolyl-3-p-tolyl-5,6,7,8-tetrahydropyrido[2,3-b]pyrazine (Intermediate FB)(61 mg, 0.193 mmol) in dry DCE (1 ml) at RT was treated with DIPEA (0.037 ml, 0.213 mmol) followed by ethyl 7-oxoheptanoate (66.6 mg, 0.387 mmol). The reaction mixture was stirred at RT for 10 minutes and sodium triacetoxyborohydride (205 mg, 0.967 mmol) was added. The resulting mixture was stirred at 60° C. overnight. After cooling to RT, the mixture was slowly added to water (50 ml) and extracted with DCM (3×). The co... Starting materials: CCO, O=Cc1ccc([N+](=O)[O-])s1, O, N#CCS(=O)(=O)c1ccccn1. Yields the product N#CC(=Cc1ccc([N+](=O)[O-])s1)S(=O)(=O)c1ccccn1. Reaction SMILES: [CH3:24][CH2:25][OH:26].[N+:1](=[O:2])([O-:3])[c:4]1[s:5][c:6]([CH:9]=[O:10])[cH:7][cH:8]1.[OH2:23].[n:11]1[c:12]([S:17](=[O:18])(=[O:19])[CH2:20][C:21]#[N:22])[cH:13][cH:14][cH:15][cH:16]1>>[N+:1](=[O:2])([O-:3])[c:4]1[s:5][c:6]([CH:9]=[C:20]([S:17]([c:12]2[n:11][cH:16][cH:15][cH:14][cH:13]2)(=[O:18])=[O:19])[C:21]#[N:22])[cH:7][cH:8]1. The reactants are NC=1C(=CC(=C(C1)O)Cl)F (5-amino-2-chloro-4-fluorophenol), C(C(C)C)C(=O)C (methyl isobutyl ketone). The reagents and catalysts are C1(=CC=C(C=C1)S(=O)(=O)O)C (p-toluenesulfonic acid). Run in CCCCCCC (heptane). Run at temperature 60 celsius. Product: CC(CC(C)C)=NC=1C(=CC(=C(C1)O)Cl)F (5-(1,3-dimethylbutylidenamino)-2-chloro-4-fluorophenol). The yield is 100.0%. Reaction SMILES: [NH2:1][C:2]1[C:3]([F:10])=[CH:4][C:5]([Cl:9])=[C:6]([OH:8])[CH:7]=1.[CH2:11]([C:15]([CH3:17])=O)[CH:12]([CH3:14])[CH3:13]>C1(C)C=CC(S(O)(=O)=O)=CC=1.CCCCCCC>[CH3:17][C:15](=[N:1][C:2]1[C:3]([F:10])=[CH:4][C:5]([Cl:9])=[C:6]([OH:8])[CH:7]=1)[CH2:11][CH:12]([CH3:14])[CH3:13]. Procedure details: A 50-ml four-neck flask equipped with a Vigreux column (2 cmφ×25 cm) and a dehydrating column (filled with molecular sieve) attached thereon was charged with 5-amino-2-chloro-4-fluorophenol (1 g), methyl isobutyl ketone and heptane (weight ratio, 4:1; 40 g), and p-toluenesulfonic acid (4 mg). The mixture was dehydrated under reflux at 60° C. under reduced pressure (constant at 150 mmHg) for 6 hours. The concentration under reduced pressure gave 1.5 g of 5-(1,3-dimethylbutylidenamino)-2-chloro-4-... The reactants are C(C)OC1=NC(=CC(=N1)C(=O)O)CC (2-ethoxy-6-ethyl-pyrimidine-4-carboxylic acid), C(C)OC(=O)C1=NC(=NC(=C1)CC(C)C)S(=O)(=O)C (6-isobutyl-2-methanesulfonyl-pyrimidine-4-carboxylic acid ethyl ester), CC(C)(C)[O-].[K+] (KOtBu). Run in CO (methanol). The product is C(C(C)C)C1=CC(=NC(=N1)OC)C(=O)O (6-Isobutyl-2-methoxy-pyrimidine-4-carboxylic acid), oil. As a reaction SMILES: [CH2:1]([O:3]C1N=C(C(O)=O)C=C(CC)N=1)C.C([O:17][C:18]([C:20]1[CH:25]=[C:24]([CH2:26][CH:27]([CH3:29])[CH3:28])[N:23]=[C:22](S(C)(=O)=O)[N:21]=1)=[O:19])C.CC([O-])(C)C.[K+]>CO>[CH2:26]([C:24]1[N:23]=[C:22]([O:3][CH3:1])[N:21]=[C:20]([C:18]([OH:17])=[O:19])[CH:25]=1)[CH:27]([CH3:29])[CH3:28] |f:2.3|. Reported procedure: The title compound is obtained as a yellow oil (82 mg) in analogy to 2-ethoxy-6-ethyl-pyrimidine-4-carboxylic acid starting from 6-isobutyl-2-methanesulfonyl-pyrimidine-4-carboxylic acid ethyl ester, KOtBu and methanol; LC-MS: tR=0.77 min, [M+H]+=210.96. Starting materials: C(C1=CC=CC=C1)OC=1C(=NC(=CC1)N(C)C)C(=O)OC (methyl 3-benzyloxy-6-(N,N-dimethylamino)picolinate). The reagents and catalysts are [C].[Pd] (palladium carbon). Run in C(C)(=O)OCC (ethyl acetate). Product: CN(C)C1=CC=C(C(=N1)C(=O)OC)O (methyl 6-(N,N-dimethylamino)-3-hydroxypicolinate). Reaction SMILES: C([O:8][C:9]1[C:10]([C:18]([O:20][CH3:21])=[O:19])=[N:11][C:12]([N:15]([CH3:17])[CH3:16])=[CH:13][CH:14]=1)C1C=CC=CC=1>[C].[Pd].C(OCC)(=O)C>[CH3:17][N:15]([C:12]1[N:11]=[C:10]([C:18]([O:20][CH3:21])=[O:19])[C:9]([OH:8])=[CH:14][CH:13]=1)[CH3:16] |f:1.2|. Reported procedure: 2.3 g (8 mmol) of methyl 3-benzyloxy-6-(N,N-dimethylamino)picolinate and 0.3 g of 10% palladium carbon were added to 100 ml of ethyl acetate, and was hydrogenated under normal pressure, after the reaction, the reaction product was filtrated and concentrated to obtain a crystal.